Dataset: the Open Reaction Database (ORD), a public repository of structured organic reaction records. Task: describe an organic reaction: reactants, conditions, products, and yield Starting materials: Fc1cc(F)cc(Br)c1, C[S-], [Cl-], [NH4+], [Na+], CN(C)C=O. The product is CSc1cc(F)cc(Br)c1. As a reaction SMILES: [Br:1][c:2]1[cH:3][c:4]([F:9])[cH:5][c:6]([F:8])[cH:7]1.[CH3:10][S-:11].[Cl-:13].[NH4+:14].[Na+:12].[O:15]=[CH:16][N:17]([CH3:18])[CH3:19]>>[Br:1][c:2]1[cH:3][c:4]([F:9])[cH:5][c:6]([S:11][CH3:10])[cH:7]1. Starting materials: NC1=C(C=C(C(=O)OC)C=C1[N+](=O)[O-])[N+](=O)[O-] (methyl 4-amino-3,5-dinitrobenzoate). The reagents and catalysts are [Pd] (palladium on charcoal). Run in CO (MeOH), C1CCCCC1 (cyclohexane). Product: NC=1C=C(C(=O)OC)C=C(C1N)[N+](=O)[O-] (methyl 3,4-diamino-5-nitrobenzoate). Yield: 80.2%. Reaction SMILES: [NH2:1][C:2]1[C:11]([N+:12]([O-:14])=[O:13])=[CH:10][C:5]([C:6]([O:8][CH3:9])=[O:7])=[CH:4][C:3]=1[N+:15]([O-])=O>CO.C1CCCCC1.[Pd]>[NH2:15][C:3]1[CH:4]=[C:5]([CH:10]=[C:11]([N+:12]([O-:14])=[O:13])[C:2]=1[NH2:1])[C:6]([O:8][CH3:9])=[O:7]. Procedure details: To a solution of methyl 4-amino-3,5-dinitrobenzoate (D203) (3.0 g, 12.4 mmol, 1 equiv) in MeOH (40 ml) and cyclohexane (80 ml) was added 10% palladium on charcoal (50% wet, 2.0 g, 33% w/w) and the resulting mixture was refluxed for 30 min then cooled to room temperature. The catalyst was filtered off through a pad of celite and washed with DMF. The combined organic phases were concentrated in vacuo and the residue triturated with Et2O/iso-hexane to give methyl 3,4-diamino-5-nitrobenzoate (D204) ... Starting materials: CC(C)C(C)(C)CCO, ClCCl, O=[Cr](=O)([O-])Cl, c1cc[nH+]cc1. Product: CC(C)C(C)(C)CC=O. Reaction SMILES: [CH3:1][C:2]([CH2:3][CH2:4][OH:5])([CH:6]([CH3:7])[CH3:8])[CH3:9].[Cl:21][CH2:22][Cl:23].[O:10]=[Cr:11]([Cl:12])([O-:13])=[O:14].[nH+:15]1[cH:16][cH:17][cH:18][cH:19][cH:20]1>>[CH3:1][C:2]([CH2:3][CH:4]=[O:5])([CH:6]([CH3:7])[CH3:8])[CH3:9]. Starting materials: OC1=C(C=C2CCNC(C2=C1)CC1=CC(=C(C=C1)OC)OC)OC ((-)-7-Hydroxy-6-methoxy-1-(3,4-dimethoxybenzyl)-1,2,3,4-tetrahydroisoquinoline), C(C=C)Br (allyl bromide), C([O-])(O)=O.[Na+] (sodium bicarbonate). Solvent: C(C)O (ethanol). Reaction conditions: temperature 80 celsius. Product: C(C=C)N1C(C2=CC(=C(C=C2CC1)OC)O)CC1=CC(=C(C=C1)OC)OC ((+)-2-allyl-7-hydroxy-6-methoxy-1-(3,4-dimethoxybenzyl)-1,2,3,4-tetrahydroisoquinoline). RXN SMILES: [OH:1][C:2]1[CH:11]=[C:10]2[C:5]([CH2:6][CH2:7][NH:8][CH:9]2[CH2:12][C:13]2[CH:18]=[CH:17][C:16]([O:19][CH3:20])=[C:15]([O:21][CH3:22])[CH:14]=2)=[CH:4][C:3]=1[O:23][CH3:24].[CH2:25](Br)[CH:26]=[CH2:27].C(=O)(O)[O-].[Na+]>C(O)C>[CH2:27]([N:8]1[CH2:7][CH2:6][C:5]2[C:10](=[CH:11][C:2]([OH:1])=[C:3]([O:23][CH3:24])[CH:4]=2)[CH:9]1[CH2:12][C:13]1[CH:18]=[CH:17][C:16]([O:19][CH3:20])=[C:15]([O:21][CH3:22])[CH:14]=1)[CH:26]=[CH2:25] |f:2.3|. Procedure details: 27.7 g. (84 mmol) (-)-7-Hydroxy-6-methoxy-1-(3,4-dimethoxybenzyl)-1,2,3,4-tetrahydroisoquinoline in 430 ml. ethanol are mixed with 9.18 g. (75.9 mmol) allyl bromide and 17.6 g. (209 mmol) sodium bicarbonate. The reaction mixture is heated for 3 hours at 80° C., while stirring. After cooling and evaporating in a vacuum, the residue is partitioned between water and methylene chloride. The usual working up and chromatographic purification (silica gel; chloroform) gives 22.0 g. of a pale yellow foam... Starting materials: C1(=CC=C(C=C1)S(=O)(=O)OCCC1CCN(CC1)C(=O)OC(C)(C)C)C (tert-Butyl 4-(2-(toluene-4-sulfonyloxy)ethyl)piperidine-1-carboxylate), [Cl-].[NH4+] (ammonium chloride), C(CC(=O)OCC)(=O)OCC (diethyl malonate), [O-]CC.[Na+] (sodium ethoxide), [Cl-].[Li+] (lithium chloride), O (water). Run in C(C)O (ethanol). Conditions: time 1.5 hour. Product: C(C)OC(=O)CCCC1CCN(CC1)C(=O)OC(C)(C)C (tert-Butyl 4-(3-ethoxycarbonylpropyl)piperidine-1-carboxylate). The yield is 44.2%. As a reaction SMILES: C1(C)C=CC(S(O[CH2:11][CH2:12][CH:13]2[CH2:18][CH2:17][N:16]([C:19]([O:21][C:22]([CH3:25])([CH3:24])[CH3:23])=[O:20])[CH2:15][CH2:14]2)(=O)=O)=CC=1.C(OCC)(=O)[CH2:28][C:29]([O:31][CH2:32][CH3:33])=[O:30].[O-]CC.[Na+].[Cl-].[NH4+].[Cl-].[Li+].O>C(O)C>[CH2:32]([O:31][C:29]([CH2:28][CH2:11][CH2:12][CH:13]1[CH2:14][CH2:15][N:16]([C:19]([O:21][C:22]([CH3:23])([CH3:24])[CH3:25])=[O:20])[CH2:17][CH2:18]1)=[O:30])[CH3:33] |f:2.3,4.5,6.7|. Reported procedure: tert-Butyl 4-(2-(toluene-4-sulfonyloxy)ethyl)piperidine-1-carboxylate (7.55 g, 19.7 mmol, CAS No. 89151-45-1) as described in WO 02/32872 was dissolved in ethanol; diethyl malonate (3.3 ml, 21.3 mmol) and sodium ethoxide (1.45 g, 21.3 mmol) were added; and the reaction mixture was heated to reflux under nitrogen atmosphere for 2.5 hours. After naturally cooled to room temperature, the saturated aqueous solution of ammonium chloride was added; this was subjected to extraction with ethyl acetate, ... Starting materials: C(C)(C)(C)OC(=O)N1CC(C(CC1)(O)C1=CC=C(C=C1)Cl)(C)C (4-(4-Chloro-phenyl)-4-hydroxy-3,3-dimethyl-piperidine-1-carboxylic acid tert-butyl ester), FC(C(=O)O)(F)F (trifluoroacetic acid). Solvent: C(Cl)Cl (methylene chloride). Run at temperature 0 celsius, time 1.5 hour. The product is ClC1=CC=C(C=C1)C1(C(CNCC1)(C)C)O (4-(4-Chloro-phenyl)-3,3-dimethyl-piperidin-4-ol). RXN SMILES: C(OC([N:8]1[CH2:13][CH2:12][C:11]([C:15]2[CH:20]=[CH:19][C:18]([Cl:21])=[CH:17][CH:16]=2)([OH:14])[C:10]([CH3:23])([CH3:22])[CH2:9]1)=O)(C)(C)C.FC(F)(F)C(O)=O>C(Cl)Cl>[Cl:21][C:18]1[CH:19]=[CH:20][C:15]([C:11]2([OH:14])[CH2:12][CH2:13][NH:8][CH2:9][C:10]2([CH3:22])[CH3:23])=[CH:16][CH:17]=1. Procedure: To a cooled (0° C.) solution of 4-(4-Chloro-phenyl)-4-hydroxy-3,3-dimethyl-piperidine-1-carboxylic acid tert-butyl ester (10.42 g, 30.7 mmol) in methylene chloride (300 mL) was slowly added trifluoroacetic acid (60 mL) over 1.25 hours. The resulting yellow solution was stirred at 0° C. for an additional 1.5 hours. The mixture was concentrated under reduced pressure and the residue dissolved in ethyl acetate (1.2 L), and washed with aqueous sodium hydroxide (1 N, 150 mL). The aqueous layer was ex... The reactants are BrC1=CC(=C(C=C1)C(C)C)F (4-Bromo-2-fluoro-1-isopropylbenzene), C1(CCCC1)C(CC1=CC(OC(O1)(C)C)=O)(C#C)O (6-(2-cyclopentyl-2-hydroxybut-3-ynyl)-2,2-dimethyl-4H-1,3-dioxin-4-one), C(C)(C)NC(C)C (diisopropylamine). Reagents/catalysts: [Cu]I (CuI), Cl[Pd]([P](C1=CC=CC=C1)(C2=CC=CC=C2)C3=CC=CC=C3)([P](C4=CC=CC=C4)(C5=CC=CC=C5)C6=CC=CC=C6)Cl (Pd(PPh3)2Cl2). The solvent is CCOC(=O)C (EtOAc), CN(C)C=O (DMF). Run at temperature 90 celsius. The product is C1(CCCC1)C(CC1=CC(OC(O1)(C)C)=O)(C#CC1=CC(=C(C=C1)C(C)C)F)O (6-[2-cyclopentyl-4-(3-fluoro-4-isopropylphenyl)-2-hydroxybut-3-ynyl]-2,2-dimethyl-4H-1,3-dioxin-4-one). Yield: 89.2%. As a reaction SMILES: Br[C:2]1[CH:7]=[CH:6][C:5]([CH:8]([CH3:10])[CH3:9])=[C:4]([F:11])[CH:3]=1.[CH:12]1([C:17]([OH:30])([C:28]#[CH:29])[CH2:18][C:19]2[O:24][C:23]([CH3:26])([CH3:25])[O:22][C:21](=[O:27])[CH:20]=2)[CH2:16][CH2:15][CH2:14][CH2:13]1.C(NC(C)C)(C)C>CN(C=O)C.CCOC(C)=O.[Cu]I.Cl[Pd](Cl)([P](C1C=CC=CC=1)(C1C=CC=CC=1)C1C=CC=CC=1)[P](C1C=CC=CC=1)(C1C=CC=CC=1)C1C=CC=CC=1>[CH:12]1([C:17]([OH:30])([C:28]#[C:29][C:2]2[CH:7]=[CH:6][C:5]([CH:8]([CH3:10])[CH3:9])=[C:4]([F:11])[CH:3]=2)[CH2:18][C:19]2[O:24][C:23]([CH3:26])([CH3:25])[O:22][C:21](=[O:27])[CH:20]=2)[CH2:16][CH2:15][CH2:14][CH2:13]1 |^1:53,72|. Reported procedure: 4-Bromo-2-fluoro-1-isopropylbenzene (5.0 g, 23.2 mmol), 6-(2-cyclopentyl-2-hydroxybut-3-ynyl)-2,2-dimethyl-4H-1,3-dioxin-4-one (5.56 g, 21.0 mmol) were dissolved in anhydrous DMF (30 mL). To this solution, CuI (120 mg, 0.63 mmol), Pd(PPh3)2Cl2 (0.59 g, 0.84 mmol), and diisopropylamine (60 mL), were added sequentially. The mixture was then heated at 90° C. for 20 min before it was cooled down to 25° C. The reaction was diluted with EtOAc (150 mL) and washed with aqueous NH4Cl, brine, and dried ov... Reactants: N1C(=CC=C1)C=O (pyrrole-2-carbaldehyde), C(C)(C)P(CCN)C(C)C (2-(di-isopropylphosphino)ethanamine). Product: N1C(=CC=C1)C=NCCP(C(C)C)C(C)C (N-((1H-pyrrol-2-yl)methylene)-2-(di(propan-2-yl)phosphino)ethanamine). Isolated yield 97.2%. Reaction SMILES: [NH:1]1[CH:5]=[CH:4][CH:3]=[C:2]1[CH:6]=O.[CH:8]([P:11]([CH:15]([CH3:17])[CH3:16])[CH2:12][CH2:13][NH2:14])([CH3:10])[CH3:9]>>[NH:1]1[CH:5]=[CH:4][CH:3]=[C:2]1[CH:6]=[N:14][CH2:13][CH2:12][P:11]([CH:15]([CH3:17])[CH3:16])[CH:8]([CH3:10])[CH3:9]. Reported procedure: Replicate the preparation of the ligand used in Ex. 7 except use 0.2 g (2.103 mmol) of pyrrole-2-carbaldehyde and use adding 0.356 g (2.208 mmol) of 2-(di-isopropylphosphino)ethanamine instead of N1,N1-dimethylethane-1,2-diamine to give 0.487 g (97%) of N-((1H-pyrrol-2-yl)methylene)-2-(di(propan-2-yl)phosphino)ethanamine as a colorless, semi solid, which is analytically pure by GC-MS and 1H-NMR: 1H NMR (400 MHz, Benzene): δ 10.05 (s, 1H), 7.83 (s, 1H), 6.51 (s, 1H), 6.44 (m, J=2.2 Hz, 1H), 6.28-...